Dataset: the Open Reaction Database (ORD), a public repository of structured organic reaction records. Task: describe an organic reaction: reactants, conditions, products, and yield Reactants: COC(=O)C=1NC=2C3=CN(N=C3CCC2C1)C(C1=CC=CC=C1)(C1=CC=CC=C1)C1=CC=CC=C1 (7-trityl-1,4,5,7-tetrahydro-1,6,7-triaza-as-indacene-2-carboxylic acid methyl ester), [H-].[Na+] (NaH), NaH2PO4, CI (methyl iodide). Run in CN(C)C=O (DMF). Conditions: time 15 minute. The product is COC(=O)C=1N(C=2C3=CN(N=C3CCC2C1)C(C1=CC=CC=C1)(C1=CC=CC=C1)C1=CC=CC=C1)C (1-Methyl-7-trityl-1,4,5,7-tetrahydro-1,6,7-triaza-as-indacene-2-carboxylic acid methyl ester). Isolated yield 76.0%. RXN SMILES: [CH3:1][O:2][C:3]([C:5]1[NH:6][C:7]2[C:8]3[C:12]([CH2:13][CH2:14][C:15]=2[CH:16]=1)=[N:11][N:10]([C:17]([C:30]1[CH:35]=[CH:34][CH:33]=[CH:32][CH:31]=1)([C:24]1[CH:29]=[CH:28][CH:27]=[CH:26][CH:25]=1)[C:18]1[CH:23]=[CH:22][CH:21]=[CH:20][CH:19]=1)[CH:9]=3)=[O:4].[H-].[Na+].[CH3:38]I>CN(C=O)C>[CH3:1][O:2][C:3]([C:5]1[N:6]([CH3:38])[C:7]2[C:8]3[C:12]([CH2:13][CH2:14][C:15]=2[CH:16]=1)=[N:11][N:10]([C:17]([C:30]1[CH:31]=[CH:32][CH:33]=[CH:34][CH:35]=1)([C:18]1[CH:23]=[CH:22][CH:21]=[CH:20][CH:19]=1)[C:24]1[CH:25]=[CH:26][CH:27]=[CH:28][CH:29]=1)[CH:9]=3)=[O:4] |f:1.2|. Reported procedure: To a solution of 7-trityl-1,4,5,7-tetrahydro-1,6,7-triaza-as-indacene-2-carboxylic acid methyl ester XVII (1.1 mmol) in dry DMF (5 mL), NaH (2 eq) was added, the mixture was stirred at rt for 15 min then methyl iodide (2 eq) was added and the mixture was stirred at rt for 2 h. The mixture was poured into aq saturated NaH2PO4, extracted with AcOEt and the organic layer washed with water, dried (Na2SO4) and concentrated. The crude material was triturated with ethanol and filtered. Obtained the tit... Starting materials: C(=O)([O-])[O-].[K+].[K+] (K2CO3), ClC=1N=CC(=NC1)N1CCC(CC1)N1C([C@H](CC1)NC1=C(C=C(C(=C1)C)S(=O)(=O)C)F)=O ((S)-1-(1-(5-chloropyrazin-2-yl)piperidin-4-yl)-3-(2-fluoro-5-methyl-4-(methylsulfonyl)phenylamino)pyrrolidin-2-one), C(C)[Zn]CC (Diethylzinc). Reagents/catalysts: C1=CC=C(C=C1)P([C-]2C=CC=C2)C3=CC=CC=C3.C1=CC=C(C=C1)P([C-]2C=CC=C2)C3=CC=CC=C3.Cl[Pd]Cl.[Fe+2] (PdCl2(dppf)). Solvent: C1CCOC1 (THF). Run at temperature 60 celsius. Product: C(C)C=1N=CC(=NC1)N1CCC(CC1)N1C([C@H](CC1)NC1=C(C=C(C(=C1)C)S(=O)(=O)C)F)=O ((S)-1-(1-(5-ethylpyrazin-2-yl)piperidin-4-yl)-3-(2-fluoro-5-methyl-4-(methylsulfonyl)phenylamino)pyrrolidin-2-one). Isolated yield 55.4%. As a reaction SMILES: Cl[C:2]1[N:3]=[CH:4][C:5]([N:8]2[CH2:13][CH2:12][CH:11]([N:14]3[CH2:18][CH2:17][C@H:16]([NH:19][C:20]4[CH:25]=[C:24]([CH3:26])[C:23]([S:27]([CH3:30])(=[O:29])=[O:28])=[CH:22][C:21]=4[F:31])[C:15]3=[O:32])[CH2:10][CH2:9]2)=[N:6][CH:7]=1.C([O-])([O-])=O.[K+].[K+].[CH2:39]([Zn]CC)[CH3:40]>C1COCC1.C1C=CC(P(C2C=CC=CC=2)[C-]2C=CC=C2)=CC=1.C1C=CC(P(C2C=CC=CC=2)[C-]2C=CC=C2)=CC=1.Cl[Pd]Cl.[Fe+2]>[CH2:39]([C:2]1[N:3]=[CH:4][C:5]([N:8]2[CH2:9][CH2:10][CH:11]([N:14]3[CH2:18][CH2:17][C@H:16]([NH:19][C:20]4[CH:25]=[C:24]([CH3:26])[C:23]([S:27]([CH3:30])(=[O:28])=[O:29])=[CH:22][C:21]=4[F:31])[C:15]3=[O:32])[CH2:12][CH2:13]2)=[N:6][CH:7]=1)[CH3:40] |f:1.2.3,6.7.8.9|. Reported procedure: (S)-1-(1-(5-Chloropyrazin-2-yl)piperidin-4-yl)-3-(2-fluoro-5-methyl-4-(methylsulfonyl)phenylamino)pyrrolidin-2-one (Example 1; 320 mg, 0.664 mmol) was dissolved in THF (6 mL) and K2CO3 (275 mg, 1.99 mmol) and PdCl2(dppf)*CH2Cl2 (54.2 mg, 0.0664 mmol) were added and purged with nitrogen. Diethylzinc (1 M in THF; 797 μL, 0.797 mmol) was added and the reaction heated to 60° C. for 1 hour. The reaction was cooled to ambient temperature, partitioned between water and EtOAc, dried over Na2SO4, filtere... Starting materials: CN(C(=O)OC(C)(C)C)C(Cc1ccc2ccccc2c1)C(=O)O, CCN(C(C)C)C(C)C, CCN=C=NCCCN(C)C, CNCCc1ccccc1NS(C)(=O)=O, CN(C)C=O, CCOC(C)=O, ClCCl, Cl, On1nnc2cccnc21. Product: CN(CCc1ccccc1NS(C)(=O)=O)C(=O)C(Cc1ccc2ccccc2c1)N(C)C(=O)OC(C)(C)C. Reaction SMILES: [C:1]([CH3:2])([CH3:3])([CH3:4])[O:5][C:6](=[O:7])[N:8]([CH3:9])[CH:10]([C:11](=[O:12])[OH:13])[CH2:14][c:15]1[cH:16][c:17]2[cH:18][cH:19][cH:20][cH:21][c:22]2[cH:23][cH:24]1.[CH2:62]([N:63]([CH:64]([CH3:65])[CH3:66])[CH:67]([CH3:68])[CH3:69])[CH3:70].[CH3:36][N:37]([CH3:38])[CH2:39][CH2:40][CH2:41][N:42]=[C:43]=[N:44][CH2:45][CH3:46].[CH3:47][NH:48][CH2:49][CH2:50][c:51]1[c:52]([NH:57][S:58](=[O:59])(=[O:60])[CH3:61])[cH:53][cH:54][cH:55][cH:56]1.[CH3:71][N:72]([CH3:73])[CH:74]=[O:75].[CH3:79][CH2:80][O:81][C:82](=[O:83])[CH3:84].[Cl:76][CH2:77][Cl:78].[ClH:35].[OH:25][n:26]1[c:27]2[n:28][cH:29][cH:30][cH:31][c:32]2[n:33][n:34]1>>[C:1]([CH3:2])([CH3:3])([CH3:4])[O:5][C:6](=[O:7])[N:8]([CH3:9])[CH:10]([C:11](=[O:12])[N:48]([CH3:47])[CH2:49][CH2:50][c:51]1[c:52]([NH:57][S:58](=[O:59])(=[O:60])[CH3:61])[cH:53][cH:54][cH:55][cH:56]1)[CH2:14][c:15]1[cH:16][c:17]2[cH:18][cH:19][cH:20][cH:21][c:22]2[cH:23][cH:24]1. Reactants: C(C)(C)(C)OC(NC1CCN(CC1)C(C)C)=O ((1-Isopropyl-piperidin-4-yl)-carbamic acid tert-butyl ester). The solvent is CO (methanol), Cl (hydrochloric acid). Run at time 16 hour. Product: C(C)(C)N1CCC(CC1)N (1-Isopropyl-piperidin-4-ylamine). RXN SMILES: C(OC(=O)[NH:7][CH:8]1[CH2:13][CH2:12][N:11]([CH:14]([CH3:16])[CH3:15])[CH2:10][CH2:9]1)(C)(C)C>CO.Cl>[CH:14]([N:11]1[CH2:12][CH2:13][CH:8]([NH2:7])[CH2:9][CH2:10]1)([CH3:16])[CH3:15]. Procedure: To 4.8 g (1-Isopropyl-piperidin-4-yl)-carbamic acid tert-butyl ester in 15 mL methanol, 20 mL methanolic hydrochloric acid (8 M) were added and the mixture was stirred for 16 h. Removal of the solvent under reduced pressure, followed by removal of residual volatiles by twice coevaporating with toluene, gave the product. Yield: 5.42 g MS (ES+): m/e=143.